From a dataset of the Open Reaction Database (ORD), a public repository of structured organic reaction records. describe an organic reaction: reactants, conditions, products, and yield Starting materials: BrCC1CC1, Oc1cccnc1Br, CN(C)C=O, [H-], [Na+]. Yields the product Brc1ncccc1OCC1CC1. As a reaction SMILES: [Br:11][CH2:12][CH:13]1[CH2:14][CH2:15]1.[Br:1][c:2]1[n:3][cH:4][cH:5][cH:6][c:7]1[OH:8].[CH3:16][N:17]([CH3:18])[CH:19]=[O:20].[H-:9].[Na+:10]>>[Br:1][c:2]1[n:3][cH:4][cH:5][cH:6][c:7]1[O:8][CH2:12][CH:13]1[CH2:14][CH2:15]1. Starting materials: C(C)(=O)C1=C(C(N(N=C1C1=CC=CC=C1)CC)=O)[N+](=O)[O-] (5-acetyl-2-ethyl-4-nitro-6-phenylpyridazin-3(2H)-one), ClC=1C=C(N)C=CC1 (3-chloroaniline). The solvent is C(C)O (ethanol). Conditions: time 30 minute. Product: C(C)(=O)C1=C(C(N(N=C1C1=CC=CC=C1)CC)=O)NC1=CC(=CC=C1)Cl (5-Acetyl-4-[(3-chlorophenyl)amino]-2-ethyl-6-phenylpyridazin-3(2H)-one). Yield: 65.0%. As a reaction SMILES: [C:1]([C:4]1[C:9]([C:10]2[CH:15]=[CH:14][CH:13]=[CH:12][CH:11]=2)=[N:8][N:7]([CH2:16][CH3:17])[C:6](=[O:18])[C:5]=1[N+:19]([O-])=O)(=[O:3])[CH3:2].[Cl:22][C:23]1[CH:24]=[C:25]([CH:27]=[CH:28][CH:29]=1)N>C(O)C>[C:1]([C:4]1[C:9]([C:10]2[CH:15]=[CH:14][CH:13]=[CH:12][CH:11]=2)=[N:8][N:7]([CH2:16][CH3:17])[C:6](=[O:18])[C:5]=1[NH:19][C:28]1[CH:27]=[CH:25][CH:24]=[C:23]([Cl:22])[CH:29]=1)(=[O:3])[CH3:2]. Reported procedure: To a stirred solution of 5-acetyl-2-ethyl-4-nitro-6-phenylpyridazin-3(2H)-one (100 mg, 0.34 mmol) (Dal Piaz, V et al., J. Med. Chem. 1997, 40, 1417) in ethanol (2 mL), 3-chloroaniline (132 mg, 1.04 mmol) was added portionwise. The resulting mixture was stirred at room temperature for 30 min and the final product was collected by filtration and washed with ethanol and diethylether to yield the title compound (65% yield). The reactants are CC(=O)SC(CNC(=O)OCc1ccc([N+](=O)[O-])cc1)CNC(=O)OCc1ccc([N+](=O)[O-])cc1, CC(=O)OC1NC(=O)C1C(CO[SiH](C)C)C(C)(C)C, C[O-], CO, CC(=O)O, [Na+], C1CCOC1, O, S=C=S. Yields the product C[SiH](C)OCC(C1C(=O)NC1SC(=S)SC(CNC(=O)OCc1ccc([N+](=O)[O-])cc1)CNC(=O)OCc1ccc([N+](=O)[O-])cc1)C(C)(C)C. As a reaction SMILES: [C:1](=[O:2])([CH3:3])[S:4][CH:5]([CH2:6][NH:7][C:8](=[O:9])[O:10][CH2:11][c:12]1[cH:13][cH:14][c:15]([N+:18](=[O:19])[O-:20])[cH:16][cH:17]1)[CH2:21][NH:22][C:23](=[O:24])[O:25][CH2:26][c:27]1[cH:28][cH:29][c:30]([N+:33](=[O:34])[O-:35])[cH:31][cH:32]1.[C:42]([O:43][CH:46]1[CH:47]([CH:51]([CH2:52][O:53][SiH:54]([CH3:55])[CH3:56])[C:57]([CH3:58])([CH3:59])[CH3:60])[C:48](=[O:50])[NH:49]1)(=[O:44])[CH3:45].[CH3:36][O-:37].[CH3:61][OH:62].[CH3:69][C:70](=[O:71])[OH:72].[Na+:38].[O:63]1[CH2:64][CH2:65][CH2:66][CH2:67]1.[OH2:68].[S:39]=[C:40]=[S:41]>>[S:4]([CH:5]([CH2:6][NH:7][C:8](=[O:9])[O:10][CH2:11][c:12]1[cH:13][cH:14][c:15]([N+:18](=[O:19])[O-:20])[cH:16][cH:17]1)[CH2:21][NH:22][C:23](=[O:24])[O:25][CH2:26][c:27]1[cH:28][cH:29][c:30]([N+:33](=[O:34])[O-:35])[cH:31][cH:32]1)[C:40]([S:39][CH:46]1[CH:47]([CH:51]([CH2:52][O:53][SiH:54]([CH3:55])[CH3:56])[C:57]([CH3:58])([CH3:59])[CH3:60])[C:48](=[O:50])[NH:49]1)=[S:41]. Reactants: NCCS (cysteamine), C1(CCCCCO1)=O (ε-caprolactone), acid, C1(CCCCCO1)=O (ε-caprolactone). The reagents and catalysts are [Zn] (zinc). Solvent: O (water). Run at temperature 60 celsius, time 8 hour. The product is OCCCCCC(=O)NCCS (6-hydroxy N-(2-mercaptoethyl) caproamide). As a reaction SMILES: [NH2:1][CH2:2][CH2:3][SH:4].[C:5]1(=[O:12])[O:11][CH2:10][CH2:9][CH2:8][CH2:7][CH2:6]1>[Zn].O>[OH:12][CH2:5][CH2:6][CH2:7][CH2:8][CH2:9][C:10]([NH:1][CH2:2][CH2:3][SH:4])=[O:11]. Procedure: A mixture, under an inert atmosphere, of 5 g of cysteamine and 7.2 cm3 of ε-caprolactone is stirred for 6 hours at ambient temperature. It is then left to stand overnight, after which the mixture is heated for 4 hours at a temperature of about 60° C. At the end of this time all the ε-caprolactone is transformed. The mixture is then poured into 100 cm3 of water to which 10 g of acid resin, "Dowex 50" are added and then 3 g of powdered zinc. The whole is stirred for 4 hours at ambient temperature.... The reactants are COC1C=CC(C(O1)C)=O (6-methoxy-2-methyl-2H-pyran-3(6H)-one), ClCl (chlorine), [OH-].[Na+] (NaOH). Run in O (water), C(C)(=O)O (acetic acid). The product is CC1=C(C(=O)C=CO1)O (maltol). RXN SMILES: CO[CH:3]1[O:8][CH:7]([CH3:9])[C:6](=[O:10])[CH:5]=[CH:4]1.ClCl.[OH-:13].[Na+]>C(O)(=O)C.O>[CH3:9][C:7]1[O:8][CH:3]=[CH:4][C:5](=[O:13])[C:6]=1[OH:10] |f:2.3|. Procedure: A solution of 6-methoxy-2-methyl-2H-pyran-3(6H)-one (0.01 mole) in 20 ml of acetic acid was treated with gaseous chlorine (0.01 mole) at room temperature. The reaction mixture was then heated to reflux for about one hour, cooled to room temperature, diluted with 20 ml of water, the pH adjusted with 50% NaOH solution to 7.0 and the reaction mixture extracted with chloroform. The chloroform extract was concentrated to yield maltol which was recrystallized from methanol to give the pure product (56... The reactants are C1(=CC=CC=C1)P(=C1C(OCC1)=O)(C1=CC=CC=C1)C1=CC=CC=C1 (3-(triphenylphosphoranylidene)dihydro-2(3H)-furanone), C(=O)C1=CC=C(C(=O)OC)C=C1 (methyl 4-formylbenzoate), C(Cl)(Cl)Cl (chloroform). Run in CS(=O)C (dimethyl sulfoxide). Reaction conditions: temperature 80 celsius, time 18 hour. The product is O=C1OCCC1=CC1=CC=C(C(=O)OC)C=C1 (Methyl 4-{[2-oxodihydro-3(2H)-furanylidene]methyl}benzoate). As a reaction SMILES: C1(P(C2C=CC=CC=2)(C2C=CC=CC=2)=[C:8]2[CH2:12][CH2:11][O:10][C:9]2=[O:13])C=CC=CC=1.[CH:26]([C:28]1[CH:37]=[CH:36][C:31]([C:32]([O:34][CH3:35])=[O:33])=[CH:30][CH:29]=1)=O.C(Cl)(Cl)Cl>CS(C)=O>[O:13]=[C:9]1[C:8](=[CH:26][C:28]2[CH:37]=[CH:36][C:31]([C:32]([O:34][CH3:35])=[O:33])=[CH:30][CH:29]=2)[CH2:12][CH2:11][O:10]1. Reported procedure: A mixture of 40.00 g (0.12 mol) of 3-(triphenylphosphoranylidene)dihydro-2(3H)-furanone and 20.85 g (0.13 mol) of methyl 4-formylbenzoate in 240 ml of dimethyl sulfoxide is stirred at 80° C. for 18 hours. After cooling, 400 ml of chloroform are added, and the mixture is extracted five times with 200 ml of water. The organic phase is dried over magnesium sulfate and the solvent is distilled off under reduced pressure. The residue is stirred with diethyl ether and dried under reduced pressure at 4... Starting materials: CN1N=C(C=C1N)C1=CC=CC=C1 (1-methyl-3-phenyl-1H-pyrazol-5-amine), C(C)OC(CC(C(F)(F)F)=O)=O (4,4,4-Trifluoro-3-oxo-butyric acid ethyl ester). Run in C(C)(=O)O (acetic acid). Run at temperature 150 celsius. The product is CN1N=C(C2=C1NC(C=C2C(F)(F)F)=O)C2=CC=CC=C2 (1-methyl-3-phenyl-4-(trifluoromethyl)-1H-pyrazolo[3,4-b]pyridin-6(7H)-one). The yield is 24.3%. RXN SMILES: [CH3:1][N:2]1[C:6]([NH2:7])=[CH:5][C:4]([C:8]2[CH:13]=[CH:12][CH:11]=[CH:10][CH:9]=2)=[N:3]1.C([O:16][C:17](=O)[CH2:18][C:19](=O)[C:20]([F:23])([F:22])[F:21])C>C(O)(=O)C>[CH3:1][N:2]1[C:6]2[NH:7][C:17](=[O:16])[CH:18]=[C:19]([C:20]([F:23])([F:22])[F:21])[C:5]=2[C:4]([C:8]2[CH:9]=[CH:10][CH:11]=[CH:12][CH:13]=2)=[N:3]1. Procedure details: A mixture of 1-methyl-3-phenyl-1H-pyrazol-5-amine (1.7 g, 9.815 mmol) and 4,4,4-Trifluoro-3-oxo-butyric acid ethyl ester (2.168 g, 11.776 mmol) in acetic acid (3.0 mL) was heated at 150° C. for 10 h in a sealed tube under constant stirring. The reaction mixture was cooled to rt and poured into rapidly stirred ice-cold water to obtain the crude product as a solid. The product was collected by filtration and dried under vacuum. The product was purified by flash-chromatography (eluent: 35% EtOAc in...